Dataset: the Open Reaction Database (ORD), a public repository of structured organic reaction records. Task: describe an organic reaction: reactants, conditions, products, and yield The solvent is C(C)(=O)OCC (ethyl acetate). The reagents and catalysts are C=1C=CC(=CC1)[P](C=2C=CC=CC2)(C=3C=CC=CC3)[Pd]([P](C=4C=CC=CC4)(C=5C=CC=CC5)C=6C=CC=CC6)([P](C=7C=CC=CC7)(C=8C=CC=CC8)C=9C=CC=CC9)[P](C=1C=CC=CC1)(C=1C=CC=CC1)C=1C=CC=CC1 (tetrakis(triphenylphosphine)palladium). Starting materials: ClC=1C=CC=2N(N1)C(=NN2)C(C)C (6-chloro-3-isopropyl-[1,2,4]triazolo[4,3-b]pyridazine), CN(C)C=O (DMF), CC1=C(C=CC(=C1)OC(F)(F)F)B(O)O (2-methyl-4-(trifluoromethoxy)phenylboronic acid), C(=O)([O-])[O-].[Na+].[Na+] (Na2CO3). Reported procedure: To a microwave reaction tube was added 6-chloro-3-isopropyl-[1,2,4]triazolo[4,3-b]pyridazine prepared as described in Step 1 above (1.28 mmole), 2-methyl-4-(trifluoromethoxy)phenylboronic acid (1.40 mmole), tetrakis(triphenylphosphine)palladium (0.064 mmole), 2M Na2CO3 (1 mL), and DMF (3 mL). The resulting reaction mixture was heated in the microwave at 130 C for 10 min. The reaction mixture was diluted with ethyl acetate and filtered through celite. The filtrate was washed with water. The organ... Product: C(C)(C)C1=NN=C2N1N=C(C=C2)C2=C(C=C(C=C2)OC(F)(F)F)C (3-isopropyl-6-(2-methyl-4-(trifluoromethoxy)phenyl)-[1,2,4]triazolo[4,3-b]pyridazine). RXN SMILES: Cl[C:2]1[CH:3]=[CH:4][C:5]2[N:6]([C:8]([CH:11]([CH3:13])[CH3:12])=[N:9][N:10]=2)[N:7]=1.[CH3:14][C:15]1[CH:20]=[C:19]([O:21][C:22]([F:25])([F:24])[F:23])[CH:18]=[CH:17][C:16]=1B(O)O.C([O-])([O-])=O.[Na+].[Na+].CN(C=O)C>C(OCC)(=O)C.C1C=CC([P]([Pd]([P](C2C=CC=CC=2)(C2C=CC=CC=2)C2C=CC=CC=2)([P](C2C=CC=CC=2)(C2C=CC=CC=2)C2C=CC=CC=2)[P](C2C=CC=CC=2)(C2C=CC=CC=2)C2C=CC=CC=2)(C2C=CC=CC=2)C2C=CC=CC=2)=CC=1>[CH:11]([C:8]1[N:6]2[N:7]=[C:2]([C:16]3[CH:17]=[CH:18][C:19]([O:21][C:22]([F:23])([F:24])[F:25])=[CH:20][C:15]=3[CH3:14])[CH:3]=[CH:4][C:5]2=[N:10][N:9]=1)([CH3:13])[CH3:12] |f:2.3.4,^1:49,51,70,89|.